Dataset: the Open Reaction Database (ORD), a public repository of structured organic reaction records. Task: describe an organic reaction: reactants, conditions, products, and yield The reagents and catalysts are C(=O)([O-])[O-].[K+].[K+], C1=CC=C(C=C1)P(C2=CC=CC=C2)C3=C(C4=CC=CC=C4C=C3)C5=C(C=CC6=CC=CC=C65)P(C7=CC=CC=C7)C8=CC=CC=C8, CC(=O)O.CC(=O)O.[Pd]. Reaction conditions: temperature 112 celsius. Procedure details: A mixture of 2,6-dichloropyridine (2 g, 13.51 mmol), 2-amino-4-chlorobenzonitrile (2.062 g, 13.51 mmol), PALLADIUM(II) ACETATE (0.303 g, 1.35 mmol), BINAP (1.683 g, 2.70 mmol) and potassium carbonate (5.60 g, 40.54 mmol) in toluene (100 mL) was stirred at reflux under N2 for 5hrs. LCMS detected major peak as desire product. The resulting suspension was cooled, filtered, and the filtrate was concentrated under reduced pressure. Column chromatography of the residue on silica gel using 15% to 20% e... Product: C1=CC(=NC(=C1)Cl)NC2=C(C=CC(=C2)Cl)C#N. Run in CC1=CC=CC=C1. The reactants are C1=CC(=C(C=C1Cl)N)C#N, C1=CC(=NC(=C1)Cl)Cl. Isolated yield 93.5%. Run in CO (methanol), O (water), C=1(C(=CC=CC1)C)C (xylene), C=1(C(=CC=CC1)C)C (xylene). Procedure: Ethylenediamine (0.53 ml) was added dropwise to a stirred solution of trimethyl aluminum (4 ml) in 50 ml xylene at 0° C. under an atmosphere of nitrogen. At the end of methane evolution a solution of the product from Example 136 (0.41 g) in xylene (10 ml) was added. The reaction mixture was refluxed for 24 hours. After cooling, the solution was treated with water (10 ml), methanol (20 ml) and the solvent evaporated to one-half volume. The solution was diluted with water, and extracted with methy... Starting materials: C(CN)N (Ethylenediamine), C[Al](C)C (trimethyl aluminum), C (methane), NC=1C(=C2CCCC(C2=C(C1Cl)C)C(=O)OC)Cl (6-Amino-5,7-dichloro-8-methyl-1,2,3,4-tetrahydronaphthalene-1-carboxylic acid, methyl ester). Yields the product Cl.NC=1C(=C2CCCC(C2=C(C1Cl)C)C=1NCCN1)Cl (2-(6-Amino-5,7-dichloro-1,2,3,4-tetrahydro-8-methyl-1-naphthalenyl)imidazoline HCl). As a reaction SMILES: [CH2:1]([NH2:4])[CH2:2][NH2:3].C[Al](C)C.C.[NH2:10][C:11]1[C:12]([Cl:27])=[C:13]2[C:18](=[C:19]([CH3:22])[C:20]=1[Cl:21])[CH:17]([C:23](OC)=O)[CH2:16][CH2:15][CH2:14]2>C1(C)C(C)=CC=CC=1.CO.O>[ClH:21].[NH2:10][C:11]1[C:12]([Cl:27])=[C:13]2[C:18](=[C:19]([CH3:22])[C:20]=1[Cl:21])[CH:17]([C:23]1[NH:3][CH2:2][CH2:1][N:4]=1)[CH2:16][CH2:15][CH2:14]2 |f:7.8|. Isolated yield 56.0%. The reactants are ClC1=C(C=CC=C1)N(C(=O)C1=CC2=C(C3=C(OCC2)C=C(C=C3)C(=O)OC)S1)C (methyl 2-((2-chlorophenyl)(methyl)carbamoyl)-4,5-dihydrobenzo[b]thieno[2,3-d]oxepine-8-carboxylate), CN1CCNCC1 (N-methylpiperazine). Product: ClC1=C(C=CC=C1)N(C(=O)C1=CC2=C(C3=C(OCC2)C=C(C=C3)C(=O)N3CCN(CC3)C)S1)C (N-(2-chlorophenyl)-N-methyl-8-(4-methylpiperazine-1-carbonyl)-4,5-dihydrobenzo[b]thieno[2,3-d]oxepine-2-carboxamide). As a reaction SMILES: [Cl:1][C:2]1[CH:7]=[CH:6][CH:5]=[CH:4][C:3]=1[N:8]([CH3:29])[C:9]([C:11]1[S:28][C:14]2[C:15]3[CH:23]=[CH:22][C:21]([C:24](OC)=[O:25])=[CH:20][C:16]=3[O:17][CH2:18][CH2:19][C:13]=2[CH:12]=1)=[O:10].[CH3:30][N:31]1[CH2:36][CH2:35][NH:34][CH2:33][CH2:32]1>>[Cl:1][C:2]1[CH:7]=[CH:6][CH:5]=[CH:4][C:3]=1[N:8]([CH3:29])[C:9]([C:11]1[S:28][C:14]2[C:15]3[CH:23]=[CH:22][C:21]([C:24]([N:34]4[CH2:35][CH2:36][N:31]([CH3:30])[CH2:32][CH2:33]4)=[O:25])=[CH:20][C:16]=3[O:17][CH2:18][CH2:19][C:13]=2[CH:12]=1)=[O:10]. Procedure details: Following Example 47 and General Procedure C, methyl 2-((2-chlorophenyl)(methyl)carbamoyl)-4,5-dihydrobenzo[b]thieno[2,3-d]oxepine-8-carboxylate 138 and N-methylpiperazine gave 202. MS: (ESI+) 496.2 Starting materials: CCOC(C)=O, CCO, CCOC(=O)CCCOc1cnc(N(Cc2cc(C(F)(F)F)cc(C(F)(F)F)c2)Cc2cc(C(F)(F)F)ccc2Oc2ncccn2)nc1, [Na+], [OH-]. Yields the product O=C(O)CCCOc1cnc(N(Cc2cc(C(F)(F)F)cc(C(F)(F)F)c2)Cc2cc(C(F)(F)F)ccc2Oc2ncccn2)nc1. Reaction SMILES: [CH3:52][CH2:53][O:54][C:55](=[O:56])[CH3:57].[CH3:58][CH2:59][OH:60].[F:1][C:2]([c:3]1[cH:4][c:5]([CH2:6][N:7]([c:8]2[n:9][cH:10][c:11]([O:14][CH2:15][CH2:16][CH2:17][C:18](=[O:19])[O:20][CH2:21][CH3:22])[cH:12][n:13]2)[CH2:23][c:24]2[c:25]([O:34][c:35]3[n:36][cH:37][cH:38][cH:39][n:40]3)[cH:26][cH:27][c:28]([C:30]([F:31])([F:32])[F:33])[cH:29]2)[cH:41][c:42]([C:44]([F:45])([F:46])[F:47])[cH:43]1)([F:48])[F:49].[Na+:51].[OH-:50]>>[F:1][C:2]([c:3]1[cH:4][c:5]([CH2:6][N:7]([c:8]2[n:9][cH:10][c:11]([O:14][CH2:15][CH2:16][CH2:17][C:18](=[O:19])[OH:20])[cH:12][n:13]2)[CH2:23][c:24]2[c:25]([O:34][c:35]3[n:36][cH:37][cH:38][cH:39][n:40]3)[cH:26][cH:27][c:28]([C:30]([F:31])([F:32])[F:33])[cH:29]2)[cH:41][c:42]([C:44]([F:45])([F:46])[F:47])[cH:43]1)([F:48])[F:49]. Solvent: C(=O)(C(F)(F)F)O (TFA). The yield is 61.7%. As a reaction SMILES: [CH3:1][O:2][C:3]([C:5]1[N:6]=[CH:7][C:8]2[C:9](=[O:27])[N:10](CC3C=CC(OC)=CC=3OC)[CH:11]=[CH:12][C:13]=2[C:14]=1[OH:15])=[O:4]>C(O)(C(F)(F)F)=O>[CH3:1][O:2][C:3]([C:5]1[N:6]=[CH:7][C:8]2[C:9](=[O:27])[NH:10][CH:11]=[CH:12][C:13]=2[C:14]=1[OH:15])=[O:4]. Reactants: COC(=O)C=1N=CC=2C(N(C=CC2C1O)CC1=C(C=C(C=C1)OC)OC)=O (7-(2,4-dimethoxy-benzyl)-4-hydroxy-8-oxo-7,8-dihydro-[2,7]naphthyridine-3-carboxylic acid methyl ester). The product is COC(=O)C=1N=CC=2C(NC=CC2C1O)=O (4-Hydroxy-8-oxo-7,8-dihydro-[2,7]naphthyridine-3-carboxylic acid methyl ester). Reported procedure: 7-(2,4-dimethoxy-benzyl)-4-hydroxy-8-oxo-7,8-dihydro-[2,7]naphthyridine-3-carboxylic acid methyl ester (60 mg, 0.162 mmol) in TFA (3 mL) was refluxed for 16 h. Solvent was evaporated in vacuo, and the residue was partitioned between CH2Cl2 and saturated NaHCO3. The aqueous layer was extracted with 10% MeOH/CH2Cl2 until the layers were free of solid. The organic layers were combined, dried over MgSO4, and concentrated in vacuo. The crude product was purified by silica gel chromatography (0-10% Me...